Dataset: the Open Reaction Database (ORD), a public repository of structured organic reaction records. Task: describe an organic reaction: reactants, conditions, products, and yield Reactants: CN1CCCC1=O, COc1ccc2c(c1)CCc1c(Cl)cccc1S2, [Cu+2], N#C[Cu]C#N, N, O, O, O=S(=O)([O-])[O-], c1ccccc1. Yields the product COc1ccc2c(c1)CCc1c(C#N)cccc1S2. As a reaction SMILES: [CH3:1][N:2]1[CH2:3][CH2:4][CH2:5][C:6]1=[O:7].[CH3:8][O:9][c:10]1[cH:11][c:12]2[c:13]([cH:24][cH:25]1)[S:14][c:15]1[c:16]([c:19]([Cl:23])[cH:20][cH:21][cH:22]1)[CH2:17][CH2:18]2.[Cu+2:38].[Cu:26]([C:27]#[N:28])[C:29]#[N:30].[NH3:32].[OH2:31].[OH2:45].[S:33]([O-:34])([O-:35])(=[O:36])=[O:37].[cH:39]1[cH:40][cH:41][cH:42][cH:43][cH:44]1>>[C:1](#[N:2])[c:19]1[c:16]2[c:15]([cH:22][cH:21][cH:20]1)[S:14][c:13]1[c:12]([cH:11][c:10]([O:9][CH3:8])[cH:25][cH:24]1)[CH2:18][CH2:17]2. Reactants: O.[OH-].[Li+] (lithium hydroxide monohydrate), FC(CCC(=O)OCC)(F)F (ethyl 4,4,4-trifluorobutyrate). Solvent: O (water), CO (methanol), O1CCCC1 (tetrahydrofuran). Reaction conditions: time 8 hour. Product: FC(CCC(=O)O)(F)F (4,4,4-trifluorobutyric acid). Yield: 95.3%. RXN SMILES: O.[OH-].[Li+].[F:4][C:5]([F:14])([F:13])[CH2:6][CH2:7][C:8]([O:10]CC)=[O:9]>O.CO.O1CCCC1>[F:4][C:5]([F:14])([F:13])[CH2:6][CH2:7][C:8]([OH:10])=[O:9] |f:0.1.2|. Reported procedure: A solution of lithium hydroxide monohydrate (324 g) in water (1.8 l) was added to a stirred solution of ethyl 4,4,4-trifluorobutyrate (436 g) in methanol (2.0 l) and dry tetrahydrofuran (2.0 l) and the suspension was stirred overnight. After the suspension was partially evaporated, the residue was diluted with water and washed with diethyl ether. The aqueous layer was acidified with 6M hydrochloric acid and extracted with diethyl ether. The combined extracts were washed (brine), dried (MgSO4), a...